From a dataset of the Open Reaction Database (ORD), a public repository of structured organic reaction records. describe an organic reaction: reactants, conditions, products, and yield Reactants: CCCCCCCCCCCC(=O)OC(CC)C(C)C(=O)OC, CO, O, O=S(=O)(O)O. Product: CCC(O)C(C)C(=O)OC. RXN SMILES: [CH3:1][CH:2]([C:3](=[O:4])[O:5][CH3:6])[CH:7]([CH2:8][CH3:9])[O:10][C:11](=[O:12])[CH2:13][CH2:14][CH2:15][CH2:16][CH2:17][CH2:18][CH2:19][CH2:20][CH2:21][CH2:22][CH3:23].[CH3:24][OH:25].[OH2:31].[S:26](=[O:27])(=[O:28])([OH:29])[OH:30]>>[CH3:1][CH:2]([C:3](=[O:4])[O:5][CH3:6])[CH:7]([CH2:8][CH3:9])[OH:10]. Reactants: C(C)(C)(C)OC(=O)N1[C@@H](CC(C1)=CC#N)C(=O)O ((2S,4EZ)-1-(tert-butoxycarbonyl)-4-(cyanomethylene)-2-pyrrolidinecarboxylic acid), C(C)N1C2=CC=CC=C2C=2C=C(C=CC12)N (9-ethyl-9H-carbazol-3-amine). Product: C(#N)C=C1C[C@H](NC1)C(=O)NC=1C=CC=2N(C3=CC=CC=C3C2C1)CC ((2S,4EZ)-4-(cyanomethylene)-N-(9-ethyl-9H-carbazol-3-yl)-2-pyrrolidinecarboxamide). RXN SMILES: C(OC([N:8]1[CH2:12][C:11](=[CH:13][C:14]#[N:15])[CH2:10][C@H:9]1[C:16]([OH:18])=O)=O)(C)(C)C.[CH2:19]([N:21]1[C:33]2[CH:32]=[CH:31][C:30]([NH2:34])=[CH:29][C:28]=2[C:27]2[C:22]1=[CH:23][CH:24]=[CH:25][CH:26]=2)[CH3:20]>>[C:14]([CH:13]=[C:11]1[CH2:12][NH:8][C@H:9]([C:16]([NH:34][C:30]2[CH:31]=[CH:32][C:33]3[N:21]([CH2:19][CH3:20])[C:22]4[C:27]([C:28]=3[CH:29]=2)=[CH:26][CH:25]=[CH:24][CH:23]=4)=[O:18])[CH2:10]1)#[N:15]. Procedure: Following the general method as outlined in Example 22, starting from (2S,4EZ)-1-(tert-butoxycarbonyl)-4-(cyanomethylene)-2-pyrrolidinecarboxylic acid, and 9-ethyl-9H-carbazol-3-amine the title compound was obtained in 36% purity by LC/MS. MS(ESI+): m/z=345.2. The reactants are CC(C)(C)OC(=O)NC1CCC(Nc2nc(NC3CCN(Cc4ccccc4)CC3)c3ncn(C4CCCC4)c3n2)CC1, CO, O=C[O-], ClCCl, [NH4+], O. The product is CC(C)(C)OC(=O)NC1CCC(Nc2nc(NC3CCNCC3)c3ncn(C4CCCC4)c3n2)CC1. RXN SMILES: [C:1]([CH3:2])([CH3:3])([CH3:4])[O:5][C:6]([NH:7][CH:8]1[CH2:9][CH2:10][CH:11]([NH:14][c:15]2[n:16][c:17]([NH:29][CH:30]3[CH2:31][CH2:32][N:33]([CH2:36][c:37]4[cH:38][cH:39][cH:40][cH:41][cH:42]4)[CH2:34][CH2:35]3)[c:18]3[n:19][cH:20][n:21]([CH:24]4[CH2:25][CH2:26][CH2:27][CH2:28]4)[c:22]3[n:23]2)[CH2:12][CH2:13]1)=[O:43].[CH3:51][OH:52].[CH:44]([O-:45])=[O:46].[Cl:48][CH2:49][Cl:50].[NH4+:47].[OH2:53]>>[C:1]([CH3:2])([CH3:3])([CH3:4])[O:5][C:6]([NH:7][CH:8]1[CH2:9][CH2:10][CH:11]([NH:14][c:15]2[n:16][c:17]([NH:29][CH:30]3[CH2:31][CH2:32][NH:33][CH2:34][CH2:35]3)[c:18]3[n:19][cH:20][n:21]([CH:24]4[CH2:25][CH2:26][CH2:27][CH2:28]4)[c:22]3[n:23]2)[CH2:12][CH2:13]1)=[O:43]. Starting materials: CCN(C(C)C)C(C)C (Hunig's base), BrCCC=C (4-bromobut-1-ene), Cl.F[C@H]1C[C@H](NC1)C(=O)OC ((2S,4S)-methyl 4-fluoropyrrolidine-2-carboxylate hydrochloride). Run in C(C)#N (acetonitrile). Reaction conditions: temperature 70 celsius, time 2 day. Yields the product COC(=O)[C@H]1N(C[C@H](C1)F)CCC=C ((2S,4S)-1-But-3-enyl-4-fluoro-pyrrolidine-2-carboxylic acid methyl ester). Reaction SMILES: Cl.[F:2][C@@H:3]1[CH2:7][NH:6][C@H:5]([C:8]([O:10][CH3:11])=[O:9])[CH2:4]1.CCN(C(C)C)C(C)C.Br[CH2:22][CH2:23][CH:24]=[CH2:25]>C(#N)C>[CH3:11][O:10][C:8]([C@@H:5]1[CH2:4][C@H:3]([F:2])[CH2:7][N:6]1[CH2:25][CH2:24][CH:23]=[CH2:22])=[O:9] |f:0.1|. Reported procedure: In a 25 mL round-bottomed flask, (2S,4S)-methyl 4-fluoropyrrolidine-2-carboxylate hydrochloride (160 mg, 871 μmol, Eq: 1.00) was combined with acetonitrile (3 mL) to give a white suspension. Hunig's base (282 mg, 380 μL, 2.18 mmol, Eq: 2.50) and 4-bromobut-1-ene (144 mg, 108 μL, 1.05 mmol, Eq: 1.20) were added sequentially. The reaction mixture was stirred at 70° C. for 2 days. The crude reaction mixture was concentrated in vacuo. The reaction mixture was poured into an aqueous 5% Na2CO3 solutio... Starting materials: BrC=1C=C2CCNC2=CC1S(NC)(=O)=O (5-bromo-6-methylsulfamoylindoline), ClC=1C(C(=C(C(C1Cl)=O)C#N)C#N)=O (2,3-dichloro-5,6-dicyanobenzoquinone), C(Cl)(Cl)Cl (chloroform). Solvent: O1CCOCC1 (dioxane). Reaction conditions: temperature 80 celsius. Product: BrC=1C=C2C=CNC2=CC1S(NC)(=O)=O (5-bromo-6-methylsulfamoylindole). Reaction SMILES: [Br:1][C:2]1[CH:3]=[C:4]2[C:8](=[CH:9][C:10]=1[S:11](=[O:15])(=[O:14])[NH:12][CH3:13])[NH:7][CH2:6][CH2:5]2.ClC1C(=O)C(C#N)=C(C#N)C(=O)C=1Cl.C(Cl)(Cl)Cl>O1CCOCC1>[Br:1][C:2]1[CH:3]=[C:4]2[C:8](=[CH:9][C:10]=1[S:11](=[O:15])(=[O:14])[NH:12][CH3:13])[NH:7][CH:6]=[CH:5]2. Procedure details: To a stirred solution of 5-bromo-6-methylsulfamoylindoline, 55.92 g (0.19 mol) in 150 ml dioxane was added 41.79 gm (0.184 mol) of 2,3-dichloro-5,6-dicyanobenzoquinone at 25° C. The resulting brown solution was heated to 80° C. for 2 hours when thin layer chromatography using chloroform showed that the reaction was complete. The reaction mixture was allowed to cool, filtered through Celite and the filtrate concentrated under reduced pressure. The resulting brown solid was stirred in a mixture of... The reactants are F\C(\CO)=C(/C)\C1=C(C=C2C(CC=C(C2=C1)C(C)C)(C)C)OCC ((2E)-2-fluoro-3-(4,4-dimethyl-6-ethoxy-1-isopropyl-3,4-dihydronaphthalen-7-yl)-2-butenol), ClCCl (dichloromethane), C[N+]1(CCOCC1)[O-] (4-methylmorpholine N-oxide). Reagents/catalysts: [Ru](=O)(=O)(=O)[O-].C(CC)[N+](CCC)(CCC)CCC (tetrapropylammonium perruthenate). Run in C(C)#N (acetonitrile). Yields the product F\C(\C=O)=C(/C)\C1=C(C=C2C(CC=C(C2=C1)C(C)C)(C)C)OCC ((2E)-2-Fluoro-3-(4,4-dimethyl-6-ethoxy-1-isopropyl-3,4-dihydronaphthalen-7-yl)-2-butenal). Reaction SMILES: [F:1]/[C:2](=[C:5](/[C:7]1[CH:16]=[C:15]2[C:10]([C:11]([CH3:21])([CH3:20])[CH2:12][CH:13]=[C:14]2[CH:17]([CH3:19])[CH3:18])=[CH:9][C:8]=1[O:22][CH2:23][CH3:24])\[CH3:6])/[CH2:3][OH:4].C[N+]1([O-])CCOCC1.ClCCl>C(#N)C.[Ru]([O-])(=O)(=O)=O.C([N+](CCC)(CCC)CCC)CC>[F:1]/[C:2](=[C:5](/[C:7]1[CH:16]=[C:15]2[C:10]([C:11]([CH3:21])([CH3:20])[CH2:12][CH:13]=[C:14]2[CH:17]([CH3:19])[CH3:18])=[CH:9][C:8]=1[O:22][CH2:23][CH3:24])\[CH3:6])/[CH:3]=[O:4] |f:4.5|. Procedure: As described in General Procedure H-1, (2E)-2-fluoro-3-(4,4-dimethyl-6-ethoxy-1-isopropyl-3,4-dihydronaphthalen-7-yl)-2-butenol (Compound A-52, 0.180 g, 0.54 mmol), tetrapropylammonium perruthenate (0.027 g, 0.081 mmol) and 4-methylmorpholine N-oxide (0.158 g, 1.35 mmol) were reacted in acetonitrile (1.5 mL) and dichloromethane (7.5 mL) to give the title compound. The reactants are N#Cc1cnn(-c2ccccc2)c1N, N, O=S(=O)(O)O. Product: NC(=O)c1cnn(-c2ccccc2)c1N. Reaction SMILES: [NH2:1][c:2]1[c:3]([C:13]#[N:14])[cH:4][n:5][n:6]1-[c:7]1[cH:8][cH:9][cH:10][cH:11][cH:12]1.[NH3:15].[S:16]([OH:17])(=[O:18])(=[O:19])[OH:20]>>[NH2:1][c:2]1[c:3]([C:13]([NH2:14])=[O:17])[cH:4][n:5][n:6]1-[c:7]1[cH:8][cH:9][cH:10][cH:11][cH:12]1. Starting materials: COC(=O)c1ccc(C(=O)NN=C(C)c2csc(-c3ccc(Cl)c(Cl)c3)c2O)s1, [Na+], [OH-]. The product is CC(=NNC(=O)c1ccc(C(=O)O)s1)c1csc(-c2ccc(Cl)c(Cl)c2)c1O. Reaction SMILES: [Cl:1][c:2]1[cH:3][c:4](-[c:9]2[c:10]([OH:29])[c:11]([C:14]([CH3:15])=[N:16][NH:17][C:18](=[O:19])[c:20]3[cH:21][cH:22][c:23]([C:25](=[O:26])[O:27][CH3:28])[s:24]3)[cH:12][s:13]2)[cH:5][cH:6][c:7]1[Cl:8].[Na+:31].[OH-:30]>>[Cl:1][c:2]1[cH:3][c:4](-[c:9]2[c:10]([OH:29])[c:11]([C:14]([CH3:15])=[N:16][NH:17][C:18](=[O:19])[c:20]3[cH:21][cH:22][c:23]([C:25](=[O:26])[OH:27])[s:24]3)[cH:12][s:13]2)[cH:5][cH:6][c:7]1[Cl:8]. Reactants: ClC=1C=CC2=C(N3C(N2C)=NC(=C3C(C(=O)N(C)C)O)C3=CC=CC=C3)C1 (6-chloro-α-hydroxy-N,N,9-trimethyl-2-phenyl-9H-imidazo[1,2-a]benzimidazole-3-acetamide), S(=O)(Cl)Cl (thionyl chloride). Run in ClCCl (dichloromethane). Conditions: time 6 hour. The product is ClC=1C=CC2=C(N3C(N2C)=NC(=C3CC(=O)N(C)C)C3=CC=CC=C3)C1 (6-Chloro-N,N,9-trimethyl-2-phenyl-9H-imidazo[1,2-a]benzimidazole-3-acetamide). Yield: 94.8%. Reaction SMILES: [Cl:1][C:2]1[CH:3]=[CH:4][C:5]2[N:9]([CH3:10])[C:8]3=[N:11][C:12]([C:21]4[CH:26]=[CH:25][CH:24]=[CH:23][CH:22]=4)=[C:13]([CH:14](O)[C:15]([N:17]([CH3:19])[CH3:18])=[O:16])[N:7]3[C:6]=2[CH:27]=1.S(Cl)(Cl)=O>ClCCl>[Cl:1][C:2]1[CH:3]=[CH:4][C:5]2[N:9]([CH3:10])[C:8]3=[N:11][C:12]([C:21]4[CH:22]=[CH:23][CH:24]=[CH:25][CH:26]=4)=[C:13]([CH2:14][C:15]([N:17]([CH3:19])[CH3:18])=[O:16])[N:7]3[C:6]=2[CH:27]=1. Reported procedure: 16.5 g (0.043 mol) of 6-chloro-α-hydroxy-N,N,9-trimethyl-2-phenyl-9H-imidazo[1,2-a]benzimidazole-3-acetamide are treated with 90 ml of thionyl chloride in 250 ml of dichloromethane. The mixture is stirred for 6 h and allowed to stand overnight. The solvent and excess thionyl chloride are evaporated under reduced pressure. The residue is taken up in toluene and the mixture is again evaporated. The residue is dissolved in 800 ml of dichloromethane and treated with 26.5 g of Rongalite®. The mixture...